Dataset: the Open Reaction Database (ORD), a public repository of structured organic reaction records. Task: describe an organic reaction: reactants, conditions, products, and yield Reactants: CC(=O)c1cccs1, CCO, CS(=O)(=O)[O-], C[NH3+]. Yields the product CS(=O)(=O)O, CNCCC(=O)c1cccs1. RXN SMILES: [C:8]([CH3:9])(=[O:10])[c:11]1[s:12][cH:13][cH:14][cH:15]1.[CH3:16][CH2:17][OH:18].[CH3:1][S:2](=[O:3])(=[O:4])[O-:5].[CH3:6][NH3+:7]>>[CH3:1][S:2](=[O:3])(=[O:4])[OH:5].[CH3:6][NH:7][CH2:16][CH2:9][C:8](=[O:10])[c:11]1[s:12][cH:13][cH:14][cH:15]1. Reactants: O[C@@H](CN(C(OC(C)(C)C)=O)CCC1=CC=C(C=C1)N)COC1=CC=CC=C1 (t-butyl (S)-N- (2-hydroxy-3-phenoxypropyl)-N-[2-(4-aminophenyl)ethyl]carbamate), CC=1SC=C(N1)CC(=O)O (2-(2-methylthiazol-4-yl)acetic acid). Product: O[C@@H](CN(C(OC(C)(C)C)=O)CCC1=CC=C(C=C1)NC(CC=1N=C(SC1)C)=O)COC1=CC=CC=C1 (t-butyl (S)-N-(2-hydroxy-3-phenoxypropyl)-N-[2-[4-[[2-(2-methylthiazol-4-yl)acetyl]-amino]phenyl]ethyl]carbamate). The yield is 90.6%. RXN SMILES: [OH:1][C@H:2]([CH2:21][O:22][C:23]1[CH:28]=[CH:27][CH:26]=[CH:25][CH:24]=1)[CH2:3][N:4]([CH2:12][CH2:13][C:14]1[CH:19]=[CH:18][C:17]([NH2:20])=[CH:16][CH:15]=1)[C:5](=[O:11])[O:6][C:7]([CH3:10])([CH3:9])[CH3:8].[CH3:29][C:30]1[S:31][CH:32]=[C:33]([CH2:35][C:36](O)=[O:37])[N:34]=1>>[OH:1][C@H:2]([CH2:21][O:22][C:23]1[CH:28]=[CH:27][CH:26]=[CH:25][CH:24]=1)[CH2:3][N:4]([CH2:12][CH2:13][C:14]1[CH:15]=[CH:16][C:17]([NH:20][C:36](=[O:37])[CH2:35][C:33]2[N:34]=[C:30]([CH3:29])[S:31][CH:32]=2)=[CH:18][CH:19]=1)[C:5](=[O:11])[O:6][C:7]([CH3:9])([CH3:10])[CH3:8]. Procedure details: 621 mg of t-butyl (S)-N- (2-hydroxy-3-phenoxypropyl)-N-[2-(4-aminophenyl)ethyl]carbamate and 403 mg of 2-(2-methylthiazol-4-yl)acetic acid were subjected to an amidation reaction to obtain 765 mg of t-butyl (S)-N-(2-hydroxy-3-phenoxypropyl)-N-[2-[4-[[2-(2-methylthiazol-4-yl)acetyl]-amino]phenyl]ethyl]carbamate. Reactants: COC1=CC=C(CN2N=C(C=3C2=NC=CC3OC3=C(C=C(C=C3)N)F)I)C=C1 (4-(1-(4-methoxybenzyl)-3-iodo-1H-pyrazolo[3,4-b]pyridin-4-yloxy)-3-fluorobenzenamine), CN1C(=NC=C1)[Sn](CCCC)(CCCC)CCCC (1-methyl-2-(tributylstannyl)-1H-imidazole). Reagents/catalysts: [Pd].C1(=CC=CC=C1)P(C1=CC=CC=C1)C1=CC=CC=C1.C1(=CC=CC=C1)P(C1=CC=CC=C1)C1=CC=CC=C1.C1(=CC=CC=C1)P(C1=CC=CC=C1)C1=CC=CC=C1.C1(=CC=CC=C1)P(C1=CC=CC=C1)C1=CC=CC=C1 (tetrakis (triphenylphosphine) palladium). The solvent is C1(=CC=CC=C1)C (toluene). Reaction conditions: temperature 60 celsius. Yields the product FC=1C=C(N)C=CC1OC1=C2C(=NC=C1)N(N=C2C=2N(C=CN2)C)CC2=CC=C(C=C2)OC (3-Fluoro-4-(1-(4-methoxybenzyl)-3-(1-methyl-1H-imidazol-2-yl)-1H-pyrazolo[3,4-b]pyridin-4-yloxy)aniline). The yield is 78.9%. Reaction SMILES: [CH3:1][O:2][C:3]1[CH:28]=[CH:27][C:6]([CH2:7][N:8]2[C:12]3=[N:13][CH:14]=[CH:15][C:16]([O:17][C:18]4[CH:23]=[CH:22][C:21]([NH2:24])=[CH:20][C:19]=4[F:25])=[C:11]3[C:10](I)=[N:9]2)=[CH:5][CH:4]=1.[CH3:29][N:30]1[CH:34]=[CH:33][N:32]=[C:31]1[Sn](CCCC)(CCCC)CCCC>[Pd].C1(P(C2C=CC=CC=2)C2C=CC=CC=2)C=CC=CC=1.C1(P(C2C=CC=CC=2)C2C=CC=CC=2)C=CC=CC=1.C1(P(C2C=CC=CC=2)C2C=CC=CC=2)C=CC=CC=1.C1(P(C2C=CC=CC=2)C2C=CC=CC=2)C=CC=CC=1.C1(C)C=CC=CC=1>[F:25][C:19]1[CH:20]=[C:21]([CH:22]=[CH:23][C:18]=1[O:17][C:16]1[CH:15]=[CH:14][N:13]=[C:12]2[N:8]([CH2:7][C:6]3[CH:27]=[CH:28][C:3]([O:2][CH3:1])=[CH:4][CH:5]=3)[N:9]=[C:10]([C:31]3[N:30]([CH3:29])[CH:34]=[CH:33][N:32]=3)[C:11]=12)[NH2:24] |f:2.3.4.5.6|. Procedure: 4-(1-(4-Methoxybenzyl)-3-iodo-1H-pyrazolo[3,4-b]pyridin-4-yloxy)-3-fluorobenzenamine (200 mg, 0.408 mmol, prepared in Example 7, step B), 1-methyl-2-(tributylstannyl)-1H-imidazole (908.4 mg, 2.45 mmol), tetrakis (triphenylphosphine) palladium (94.28 mg, 0.0816 mmol) and toluene (4 mL) were charged in a 25 mL, single-neck, round-bottomed flask. The reaction mixture was stirred at 60° C. until the starting material had been consumed (4 hours). Then the reaction mixture was cooled to room temperatu...